This data is from the Open Reaction Database (ORD), a public repository of structured organic reaction records. The task is: describe an organic reaction: reactants, conditions, products, and yield Starting materials: C1COCCN1, CCN=C=NCCCN(C)C, Cc1cc(Oc2ccc(S(C)(=O)=O)nc2)cc2cc(C3=NCC(CC(=O)O)S3)[nH]c12, CN(C)C=O, Cl, O, On1nnc2ccccc21. Yields the product Cc1cc(Oc2ccc(S(C)(=O)=O)nc2)cc2cc(C3=NCC(CC(=O)N4CCOCC4)S3)[nH]c12. As a reaction SMILES: [CH2:31]1[CH2:32][O:33][CH2:34][CH2:35][NH:36]1.[CH2:48]([N:49]=[C:50]=[N:51][CH2:52][CH2:53][CH2:54][N:55]([CH3:56])[CH3:57])[CH3:58].[CH3:1][c:2]1[cH:3][c:4]([O:20][c:21]2[cH:22][n:23][c:24]([S:27](=[O:28])(=[O:29])[CH3:30])[cH:25][cH:26]2)[cH:5][c:6]2[cH:7][c:8]([C:11]3=[N:15][CH2:14][CH:13]([CH2:16][C:17](=[O:18])[OH:19])[S:12]3)[nH:9][c:10]12.[CH3:59][N:60]([CH3:61])[CH:62]=[O:63].[ClH:47].[OH2:64].[OH:37][n:38]1[c:39]2[cH:40][cH:41][cH:42][cH:43][c:44]2[n:45][n:46]1>>[CH3:1][c:2]1[cH:3][c:4]([O:20][c:21]2[cH:22][n:23][c:24]([S:27](=[O:28])(=[O:29])[CH3:30])[cH:25][cH:26]2)[cH:5][c:6]2[cH:7][c:8]([C:11]3=[N:15][CH2:14][CH:13]([CH2:16][C:17](=[O:18])[N:36]4[CH2:31][CH2:32][O:33][CH2:34][CH2:35]4)[S:12]3)[nH:9][c:10]12. The reactants are ClC=1N=C(C2=C(N1)N(C=C2I)S(=O)(=O)C2=CC=C(C)C=C2)NC2=CC=C(C=C2)OC (2-chloro-5-iodo-N-(4-methoxyphenyl)-7-tosyl-7H-pyrrolo[2,3-d]pyrimidin-4-amine), CN(C)C=O (DMF). The reagents and catalysts are C=1C=CC(=CC1)/C=C/C(=O)/C=C/C2=CC=CC=C2.C=1C=CC(=CC1)/C=C/C(=O)/C=C/C2=CC=CC=C2.C=1C=CC(=CC1)/C=C/C(=O)/C=C/C2=CC=CC=C2.[Pd].[Pd] (Pd2 dba3), C1=CC=C(C=C1)P([C-]2C=CC=C2)C3=CC=CC=C3.C1=CC=C(C=C1)P([C-]2C=CC=C2)C3=CC=CC=C3.[Fe+2] (dppf), [C-]#N.[C-]#N.[Zn+2] (Zn(CN)2). Run at temperature 70 celsius, time 3 hour. Product: ClC=1N=C(C2=C(N1)N(C=C2C#N)S(=O)(=O)C2=CC=C(C)C=C2)NC2=CC=C(C=C2)OC (2-chloro-4-(4-methoxyphenylamino)-7-tosyl-7H-pyrrolo[2,3-d]pyrimidine-5-carbonitrile). RXN SMILES: [Cl:1][C:2]1[N:3]=[C:4]([NH:22][C:23]2[CH:28]=[CH:27][C:26]([O:29][CH3:30])=[CH:25][CH:24]=2)[C:5]2[C:10](I)=[CH:9][N:8]([S:12]([C:15]3[CH:21]=[CH:20][C:18]([CH3:19])=[CH:17][CH:16]=3)(=[O:14])=[O:13])[C:6]=2[N:7]=1.[CH3:31][N:32](C=O)C>C1C=CC(/C=C/C(/C=C/C2C=CC=CC=2)=O)=CC=1.C1C=CC(/C=C/C(/C=C/C2C=CC=CC=2)=O)=CC=1.C1C=CC(/C=C/C(/C=C/C2C=CC=CC=2)=O)=CC=1.[Pd].[Pd].C1C=CC(P(C2C=CC=CC=2)[C-]2C=CC=C2)=CC=1.C1C=CC(P(C2C=CC=CC=2)[C-]2C=CC=C2)=CC=1.[Fe+2].[C-]#N.[C-]#N.[Zn+2]>[Cl:1][C:2]1[N:3]=[C:4]([NH:22][C:23]2[CH:28]=[CH:27][C:26]([O:29][CH3:30])=[CH:25][CH:24]=2)[C:5]2[C:10]([C:31]#[N:32])=[CH:9][N:8]([S:12]([C:15]3[CH:21]=[CH:20][C:18]([CH3:19])=[CH:17][CH:16]=3)(=[O:14])=[O:13])[C:6]=2[N:7]=1 |f:2.3.4.5.6,7.8.9,10.11.12|. Procedure: A solution of 2-chloro-5-iodo-N-(4-methoxyphenyl)-7-tosyl-7H-pyrrolo[2,3-d]pyrimidin-4-amine (257 mg, 0.463 mmol), Pd2 dba3 (25 mg, 0.027 mmol) and dppf (51 mg, 0.092 mmol) in DMF (4 mL) was degassed with argon before being charged with Zn(CN)2 (65 mg, 0.555 mmol). The mixture was stirred at 70° C. for 3 h. DMF was removed in vacuo. The residue was dissolved in CH3CN. Water was added to induce precipitation. The precipitate was collected and dried on vacuum to give 2-chloro-4-(4-methoxyphenylami... Reactants: Cc1ccccc1OCCCCBr, COCCCN1C(=O)CCc2ccc(COC3CN(C(=O)OC(C)(C)C)CCC3c3ccc(O)cc3)cc21. Yields the product COCCCN1C(=O)CCc2ccc(COC3CN(C(=O)OC(C)(C)C)CCC3c3ccc(OCCCCOc4ccccc4C)cc3)cc21. Reaction SMILES: [Br:39][CH2:40][CH2:41][CH2:42][CH2:43][O:44][c:45]1[c:46]([CH3:51])[cH:47][cH:48][cH:49][cH:50]1.[OH:1][c:2]1[cH:3][cH:4][c:5]([CH:8]2[CH:9]([O:21][CH2:22][c:23]3[cH:24][cH:25][c:26]4[c:31]([cH:32]3)[N:30]([CH2:33][CH2:34][CH2:35][O:36][CH3:37])[C:29](=[O:38])[CH2:28][CH2:27]4)[CH2:10][N:11]([C:14](=[O:15])[O:16][C:17]([CH3:18])([CH3:19])[CH3:20])[CH2:12][CH2:13]2)[cH:6][cH:7]1>>[O:1]([c:2]1[cH:3][cH:4][c:5]([CH:8]2[CH:9]([O:21][CH2:22][c:23]3[cH:24][cH:25][c:26]4[c:31]([cH:32]3)[N:30]([CH2:33][CH2:34][CH2:35][O:36][CH3:37])[C:29](=[O:38])[CH2:28][CH2:27]4)[CH2:10][N:11]([C:14](=[O:15])[O:16][C:17]([CH3:18])([CH3:19])[CH3:20])[CH2:12][CH2:13]2)[cH:6][cH:7]1)[CH2:40][CH2:41][CH2:42][CH2:43][O:44][c:45]1[c:46]([CH3:51])[cH:47][cH:48][cH:49][cH:50]1. Product: CCOC(=O)c1cc(Oc2ccc([N+](=O)[O-])c(F)c2)ccn1. Starting materials: CCOC(C)=O, CCOC(=O)c1cc(Cl)ccn1, Clc1ccccc1, O=[N+]([O-])c1ccc(O)cc1F, [Na+], [Na+], O=C([O-])[O-]. Reaction SMILES: [CH3:37][CH2:38][O:39][C:40](=[O:41])[CH3:42].[Cl:1][c:2]1[cH:3][c:4]([C:8](=[O:9])[O:10][CH2:11][CH3:12])[n:5][cH:6][cH:7]1.[Cl:24][c:25]1[cH:26][cH:27][cH:28][cH:29][cH:30]1.[F:13][c:14]1[cH:15][c:16]([OH:23])[cH:17][cH:18][c:19]1[N+:20](=[O:21])[O-:22].[Na+:31].[Na+:32].[O-:33][C:34](=[O:35])[O-:36]>>[c:2]1([O:23][c:16]2[cH:15][c:14]([F:13])[c:19]([N+:20](=[O:21])[O-:22])[cH:18][cH:17]2)[cH:3][c:4]([C:8](=[O:9])[O:10][CH2:11][CH3:12])[n:5][cH:6][cH:7]1. Starting materials: N1(N=NC=C1)CCCCC1=CC=C(C=C1)O (4-(4-[1,2,3]triazol-1-yl-butyl)phenol), [H-].[Na+] (sodium hydride), O (water), ClCC=1C=NC=C(C1)C1=CC=C(C=C1)Cl (3-Chloromethyl-5-(4-chloro-phenyl)-pyridine). Solvent: CN(C=O)C (N,N-dimethylformamide). Run at temperature 0 celsius, time 30 minute. Yields the product ClC1=CC=C(C=C1)C=1C=NC=C(C1)COC1=CC=C(C=C1)CCCCN1N=NC=C1 (3-(4-Chloro-phenyl)-5-[4-(4-[1,2,3]triazol-1-yl-butyl)-phenoxymethyl]-pyridine). Yield: 66.1%. As a reaction SMILES: [N:1]1([CH2:6][CH2:7][CH2:8][CH2:9][C:10]2[CH:15]=[CH:14][C:13]([OH:16])=[CH:12][CH:11]=2)[CH:5]=[CH:4][N:3]=[N:2]1.[H-].[Na+].Cl[CH2:20][C:21]1[CH:22]=[N:23][CH:24]=[C:25]([C:27]2[CH:32]=[CH:31][C:30]([Cl:33])=[CH:29][CH:28]=2)[CH:26]=1.O>CN(C)C=O>[Cl:33][C:30]1[CH:29]=[CH:28][C:27]([C:25]2[CH:24]=[N:23][CH:22]=[C:21]([CH2:20][O:16][C:13]3[CH:12]=[CH:11][C:10]([CH2:9][CH2:8][CH2:7][CH2:6][N:1]4[CH:5]=[CH:4][N:3]=[N:2]4)=[CH:15][CH:14]=3)[CH:26]=2)=[CH:32][CH:31]=1 |f:1.2|. Procedure: A solution of 85 mg (0.39 mmol) 4-(4-[1,2,3]triazol-1-yl-butyl)phenol in 4.0 ml N,N-dimethylformamide was treated at 0° C. with 16 mg (0.39 mmol) of 60% sodium hydride and stirred at 0° C. for 30 min. Then 100 mg (0.39 mmol) 3-Chloromethyl-5-(4-chloro-phenyl)-pyridine were added and stirred continued at r. t. over night. After addition of 8 ml water, the precipitate was isolated, washed thoroughly with water and n-heptane. The residue was dried at 40° C. to give 108 mg (67%) of the title compoun...